The task is: describe an organic reaction: reactants, conditions, products, and yield. This data is from the Open Reaction Database (ORD), a public repository of structured organic reaction records. Reactants: solution, 4-M, Cl (hydrochloric acid), O1CCOCC1 (dioxane), NC=1C=C(C=CC1OC)/C=C(/C#N)\C1=CC(=C(C(=C1)OC)OC)OC.C(=O)(OC(C)(C)C)N1[C@H](C(=O)N)CCC1 ((E)-3-(3-Amino-4-methoxyphenyl)-2-(3,4,5-trimethoxyphenyl)-prop-2-enenitrile Boc-L-prolineamide), C(C)OCC (diethyl ether). Solvent: ClCCl (dichloromethane). Product: NC=1C=C(C=CC1OC)/C=C(/C#N)\C1=CC(=C(C(=C1)OC)OC)OC.Cl.N1[C@H](C(=O)N)CCC1 ((E)-3-(3-Amino-4-methoxyphenyl)-2-(3,4,5-trimethoxyphenyl)-prop-2-enenitrile L-prolineamide Hydrochloride). Isolated yield 42.0%. As a reaction SMILES: [NH2:1][C:2]1[CH:3]=[C:4](/[CH:10]=[C:11](\[C:14]2[CH:19]=[C:18]([O:20][CH3:21])[C:17]([O:22][CH3:23])=[C:16]([O:24][CH3:25])[CH:15]=2)/[C:12]#[N:13])[CH:5]=[CH:6][C:7]=1[O:8][CH3:9].C([N:33]1[CH2:40][CH2:39][CH2:38][C@H:34]1[C:35]([NH2:37])=[O:36])(OC(C)(C)C)=O.[ClH:41].O1CCOCC1.C(OCC)C>ClCCl>[NH2:1][C:2]1[CH:3]=[C:4](/[CH:10]=[C:11](\[C:14]2[CH:15]=[C:16]([O:24][CH3:25])[C:17]([O:22][CH3:23])=[C:18]([O:20][CH3:21])[CH:19]=2)/[C:12]#[N:13])[CH:5]=[CH:6][C:7]=1[O:8][CH3:9].[ClH:41].[NH:33]1[CH2:40][CH2:39][CH2:38][C@H:34]1[C:35]([NH2:37])=[O:36] |f:0.1,6.7.8|. Procedure details: (E)-3-(3-Amino-4-methoxyphenyl)-2-(3,4,5-trimethoxyphenyl)-prop-2-enenitrile-Boc-L-prolineamide (1,250 mg, 2.33 mmols) was dissolved in 10 ml of dichloromethane, and 5 ml of a solution of 4-M hydrochloric acid and dioxane were added thereto. The mixture was reacted at room temperature for 1 hour. One-hundred milliliters of diethyl ether were added thereto, and the mixture was filtered. The resulting powder was purified through medium-pressure liquid chromatography (ODS, mixture of water and acet... Starting materials: CC1=C2N(C3=CC=CC=C13)C(NCC2)=O (3,4-dihydro-5-methylpyrimido[1,6-a]-indol-1(2H)-one), [H-].[Na+] (sodium hydride), Cl.ClCC1=CC=NC=C1 (4-chloromethylpyridine hydrochloride). Run in CN(C=O)C (N,N-dimethylformamide), CN(C=O)C (N,N-dimethylformamide), O (water). Reaction conditions: time 20 minute. The product is Cl.CC1=C2N(C3=CC=CC=C13)C(N(CC2)CC2=CC=NC=C2)=O (3,4-dihydro-5-methyl-2-(4-pyridylmethyl)pyrimido[1,6-a]-indol-1(2H)-one hydrochloride). As a reaction SMILES: [CH3:1][C:2]1[C:10]2[C:5](=[CH:6][CH:7]=[CH:8][CH:9]=2)[N:4]2[C:11](=[O:15])[NH:12][CH2:13][CH2:14][C:3]=12.[H-].[Na+].Cl.[Cl:19][CH2:20][C:21]1[CH:26]=[CH:25][N:24]=[CH:23][CH:22]=1>CN(C)C=O.O>[ClH:19].[CH3:1][C:2]1[C:10]2[C:5](=[CH:6][CH:7]=[CH:8][CH:9]=2)[N:4]2[C:11](=[O:15])[N:12]([CH2:20][C:21]3[CH:26]=[CH:25][N:24]=[CH:23][CH:22]=3)[CH2:13][CH2:14][C:3]=12 |f:1.2,3.4,7.8|. Procedure details: To a solution of 3,4-dihydro-5-methylpyrimido[1,6-a]-indol-1(2H)-one (188 mg) in N,N-dimethylformamide (3 ml) was added sodium hydride (60% in mineral oil, 88 mg) at 5° C. The mixture was stirred at the same temperature for 20 minutes. A solution of 4-chloromethylpyridine hydrochloride in N,N-dimethylformamide (3 ml) was added dropwise at 5° C. over five minutes. The reaction mixture was stirred at the same temperature for 30 minutes and at room temperature for 3 hours. The reaction mixture was ... Reactants: CC1=C(C=C(C=C1)C)CC(=O)O ((2,5-dimethylphenyl)acetic acid), OS(=O)(=O)O (H2SO4), CCO (EtOH). Product: CC1=C(C=C(C=C1)C)CC(=O)OCC (Ethyl (2,5-dimethylphenyl)acetate). Isolated yield 84.0%. RXN SMILES: [CH3:1][C:2]1[CH:7]=[CH:6][C:5]([CH3:8])=[CH:4][C:3]=1[CH2:9][C:10]([OH:12])=[O:11].OS(O)(=O)=O.[CH3:18][CH2:19]O>>[CH3:1][C:2]1[CH:7]=[CH:6][C:5]([CH3:8])=[CH:4][C:3]=1[CH2:9][C:10]([O:12][CH2:18][CH3:19])=[O:11]. Procedure: A solution of (2,5-dimethylphenyl)acetic acid (3.0 g; 18.3 mmol) and H2SO4 (conc.; 0.1 mL) in EtOH (40 mL) was refluxed over 6 days. The solution was concentrated, ether (40 mL) was added, and the resultant mixture was washed with Na2CO3 solution (2×25 mL) and water (1×25 mL). The organic phase was dried (MgSO4) and evaporated, yielding 2.94 g (84%) of the sub-title compound a clear colourless liquid. Purity 97%. The reactants are [OH-].[Na+] (sodium hydroxide), [N+](=O)([O-])C1=CC=C2C(=CN(C2=C1)C)C(=O)O (6-nitro-1-methyl-1H-indole-3-carboxylic acid), CO (methanol). Reagents/catalysts: [Ni] (Raney nickel). Run in O (water). Run at time 26 hour. Yields the product NC1=CC=C2C(=CN(C2=C1)C)C(=O)O (6-amino-1-methyl-1H-indole-3-carboxylic acid). As a reaction SMILES: [N+:1]([C:4]1[CH:12]=[C:11]2[C:7]([C:8]([C:14]([OH:16])=[O:15])=[CH:9][N:10]2[CH3:13])=[CH:6][CH:5]=1)([O-])=O.[OH-].[Na+].CO>O.[Ni]>[NH2:1][C:4]1[CH:12]=[C:11]2[C:7]([C:8]([C:14]([OH:16])=[O:15])=[CH:9][N:10]2[CH3:13])=[CH:6][CH:5]=1 |f:1.2|. Reported procedure: 12 g 6-nitro-1-methyl-1H-indole-3-carboxylic acid are dissolved in 500 ml of water, 60 ml 1 N sodium hydroxide solution and 30 ml of methanol. 1.2 g Raney nickel are added and the mixture is hydrogenated for 26 hours at 1.5 bar. Then the catalyst is filtered off and the solvent is eliminated in vacuo. The residue is suspended in 100 ml of pyridine. 16.3 g 3,5-dichlorophenylsulphonyl chloride are added and the mixture is stirred overnight at ambient temperature. The pyridine is eliminated in vacu...